This data is from the Open Reaction Database (ORD), a public repository of structured organic reaction records. The task is: describe an organic reaction: reactants, conditions, products, and yield Starting materials: Intermediate 23, C(C)(C)O (isopropanol), C1(CC1)NC(=O)C=1C=C(C(=C(C1)B(O)O)C)F ({5-[(cyclopropylamino)carbonyl]-3-fluoro-2-methylphenyl}boronic acid), C(O)([O-])=O.[Na+] (sodium hydrogen carbonate). The reagents and catalysts are [Pd].C1(=CC=CC=C1)P(C1=CC=CC=C1)C1=CC=CC=C1.C1(=CC=CC=C1)P(C1=CC=CC=C1)C1=CC=CC=C1.C1(=CC=CC=C1)P(C1=CC=CC=C1)C1=CC=CC=C1.C1(=CC=CC=C1)P(C1=CC=CC=C1)C1=CC=CC=C1 (tetrakis(triphenylphosphine) palladium (0)). Run at temperature 90 celsius, time 6 hour. Yields the product C1(CC1)NC(=O)C=1C=C(C(=C(C1)C1=C(C=C(C=C1)C(=O)O)OCCCCO)C)F (5′-[(cyclopropylamino)carbonyl]-3′-fluoro-2-[(4-hydroxybutyl)oxy]-2′-methyl-4-biphenylcarboxylic acid). Reaction SMILES: [CH:1]1([NH:4][C:5]([C:7]2[CH:8]=[C:9]([F:17])[C:10]([CH3:16])=[C:11](B(O)O)[CH:12]=2)=[O:6])[CH2:3][CH2:2]1.[C:18](=[O:21])([O-])[OH:19].[Na+].[CH:23]([OH:26])([CH3:25])[CH3:24]>[Pd].C1(P(C2C=CC=CC=2)C2C=CC=CC=2)C=CC=CC=1.C1(P(C2C=CC=CC=2)C2C=CC=CC=2)C=CC=CC=1.C1(P(C2C=CC=CC=2)C2C=CC=CC=2)C=CC=CC=1.C1(P(C2C=CC=CC=2)C2C=CC=CC=2)C=CC=CC=1>[CH:1]1([NH:4][C:5]([C:7]2[CH:8]=[C:9]([F:17])[C:10]([CH3:16])=[C:11]([C:24]3[CH:3]=[CH:1][C:2]([C:18]([OH:19])=[O:21])=[CH:25][C:23]=3[O:26][CH2:11][CH2:12][CH2:7][CH2:5][OH:6])[CH:12]=2)=[O:6])[CH2:3][CH2:2]1 |f:1.2,4.5.6.7.8|. Procedure details: Intermediate 23 (318 mg), {5-[(cyclopropylamino)carbonyl]-3-fluoro-2-methylphenyl}boronic acid (252 mg) and tetrakis(triphenylphosphine) palladium (0) (45 mg) were combined in isopropanol and aqueous sodium hydrogen carbonate solution (1M, 2.7 ml) added. The reaction was stirred under nitrogen at 90° C. for 6 hours. The solvent was evaporated in vacuo and the residue partitioned between ethyl acetate/chloroform (1:1) and water. The organic phase was dried using a hydrophobic filter, the solvent ...